Dataset: the Open Reaction Database (ORD), a public repository of structured organic reaction records. Task: describe an organic reaction: reactants, conditions, products, and yield Reactants: Cc1ccccc1, CNOC, O=C(Cl)C(Cl)Cl, Cl, [K+], [K+], O=C([O-])[O-], O. Yields the product CON(C)C(=O)C(Cl)Cl. As a reaction SMILES: [CH3:19][c:20]1[cH:21][cH:22][cH:23][cH:24][cH:25]1.[CH3:2][NH:3][O:4][CH3:5].[Cl:13][CH:14]([Cl:15])[C:16]([Cl:17])=[O:18].[ClH:1].[K+:6].[K+:7].[O-:8][C:9]([O-:10])=[O:11].[OH2:12]>>[CH3:2][N:3]([O:4][CH3:5])[C:16]([CH:14]([Cl:13])[Cl:15])=[O:18]. Reactants: ClCCl, CCOC(=O)C(F)=CC1C(C(=O)OC(C#N)c2cccc(Oc3ccccc3)c2)C1(C)C, C1COCCO1, O. Yields the product CC1(C)C(C=C(F)C(=O)O)C1C(=O)OC(C#N)c1cccc(Oc2ccccc2)c1. Reaction SMILES: [CH2:40]([Cl:41])[Cl:42].[CH3:1][C:2]1([CH3:32])[CH:3]([C:13](=[O:14])[O:15][CH:16]([c:17]2[cH:18][c:19]([O:23][c:24]3[cH:25][cH:26][cH:27][cH:28][cH:29]3)[cH:20][cH:21][cH:22]2)[C:30]#[N:31])[CH:4]1[CH:5]=[C:6]([C:7]([O:8][CH2:9][CH3:10])=[O:11])[F:12].[O:33]1[CH2:34][CH2:35][O:36][CH2:37][CH2:38]1.[OH2:39]>>[CH3:1][C:2]1([CH3:32])[CH:3]([C:13](=[O:14])[O:15][CH:16]([c:17]2[cH:18][c:19]([O:23][c:24]3[cH:25][cH:26][cH:27][cH:28][cH:29]3)[cH:20][cH:21][cH:22]2)[C:30]#[N:31])[CH:4]1[CH:5]=[C:6]([C:7](=[O:8])[OH:11])[F:12]. The reactants are F[B-](F)(F)F, O=C(NCC1CC2CC2N1)C(F)(F)F, CCN(C(C)C)C(C)C, ClCCl, Nc1nc(C(=O)O)c(-c2cccc(F)c2)s1, CN(C)C=O, CN(C)C(On1nnc2ccccc21)=[N+](C)C. Product: Nc1nc(C(=O)N2C(CNC(=O)C(F)(F)F)CC3CC32)c(-c2cccc(F)c2)s1. RXN SMILES: [B-:1]([F:2])([F:3])([F:4])[F:5].[CH:39]12[NH:40][CH:41]([CH2:45][NH:46][C:47]([C:48]([F:49])([F:50])[F:51])=[O:52])[CH2:42][CH:43]1[CH2:44]2.[CH:53]([N:54]([CH2:55][CH3:56])[CH:57]([CH3:58])[CH3:59])([CH3:60])[CH3:61].[Cl:62][CH2:63][Cl:64].[NH2:23][c:24]1[s:25][c:26](-[c:32]2[cH:33][c:34]([F:38])[cH:35][cH:36][cH:37]2)[c:27]([C:29](=[O:30])[OH:31])[n:28]1.[O:65]=[CH:66][N:67]([CH3:68])[CH3:69].[n:6]1([O:7][C:8]([N:9]([CH3:10])[CH3:11])=[N+:12]([CH3:13])[CH3:14])[c:15]2[cH:16][cH:17][cH:18][cH:19][c:20]2[n:21][n:22]1>>[NH2:23][c:24]1[s:25][c:26](-[c:32]2[cH:33][c:34]([F:38])[cH:35][cH:36][cH:37]2)[c:27]([C:29](=[O:31])[N:40]2[CH:39]3[CH:43]([CH2:42][CH:41]2[CH2:45][NH:46][C:47]([C:48]([F:49])([F:50])[F:51])=[O:52])[CH2:44]3)[n:28]1. Procedure: TFA: To a solution of {1-[4-(7-amino-4-oxo-2-phenyl-4H-1-benzopyran-3-yl)-phenyl]-cyclobutyl}-carbamic acid tert-butyl ester (12.2 mg, 0.03 mmol) in dichloromethane (1 mL) was added TFA (1 mL) and the mixture was stirred at RT for 1 hour. The reaction mixture was concentrated in vacuo to give a white solid (16.0 mg, 100%). 1H-NMR (400 MHz, D2O) δ 8.02 (d, 1H), 7.76 (dd, 2H), 7.55 (d, 2H), 7.42 (dd, 2H), 7.28-7.34 (m, 3H), 7.17-7.22 (m, 3H) 2.60-2.67 (m, 2H), 2.44-2.52 (m, 2H), 2.04-2.08 (m, 1H),... Reaction SMILES: C(O)(C(F)(F)F)=O.C(OC(=O)[NH:14][C:15]1([C:19]2[CH:24]=[CH:23][C:22]([C:25]3[C:30](=[O:31])[C:29]4[CH:32]=[CH:33][C:34](N)=[CH:35][C:28]=4[O:27][C:26]=3[C:37]3[CH:42]=[CH:41][CH:40]=[CH:39][CH:38]=3)=[CH:21][CH:20]=2)[CH2:18][CH2:17][CH2:16]1)(C)(C)C>ClCCl>[NH2:14][C:15]1([C:19]2[CH:20]=[CH:21][C:22]([C:25]3[C:30](=[O:31])[C:29]4[CH:32]=[CH:33][CH:34]=[CH:35][C:28]=4[O:27][C:26]=3[C:37]3[CH:42]=[CH:41][CH:40]=[CH:39][CH:38]=3)=[CH:23][CH:24]=2)[CH2:16][CH2:17][CH2:18]1. Solvent: ClCCl (dichloromethane). The reactants are C(=O)(C(F)(F)F)O (TFA), C(C)(C)(C)OC(NC1(CCC1)C1=CC=C(C=C1)C1=C(OC2=C(C1=O)C=CC(=C2)N)C2=CC=CC=C2)=O ({1-[4-(7-amino-4-oxo-2-phenyl-4H-1-benzopyran-3-yl)-phenyl]-cyclobutyl}-carbamic acid tert-butyl ester), C(=O)(C(F)(F)F)O (TFA). Yields the product NC1(CCC1)C1=CC=C(C=C1)C1=C(OC2=C(C1=O)C=CC=C2)C2=CC=CC=C2 (3-[4-(1-Amino-cyclobutyl)-phenyl]-2-phenyl-1-benzopyran-4-one). Yield: 145.1%. Run at time 1 hour. Reactants: BrCCCCCCOCCCCC1=CC=C(C(=O)N(CC)CC)C=C1 (4-[4-[(6-Bromohexyl)oxy]butyl]-N,N-diethybenzamide), C(C1=CC=CC=C1)N (benzylamine). Yields the product C(C)N(C(C1=CC=C(C=C1)CCCCOCCCCCCNCC1=CC=CC=C1)=O)CC (N,N-Diethyl-4-[4-[[6-[(phenylmethyl)amino]hexyl]oxy]butyl]benzamide). The yield is 76.5%. As a reaction SMILES: Br[CH2:2][CH2:3][CH2:4][CH2:5][CH2:6][CH2:7][O:8][CH2:9][CH2:10][CH2:11][CH2:12][C:13]1[CH:25]=[CH:24][C:16]([C:17]([N:19]([CH2:22][CH3:23])[CH2:20][CH3:21])=[O:18])=[CH:15][CH:14]=1.[CH2:26]([NH2:33])[C:27]1[CH:32]=[CH:31][CH:30]=[CH:29][CH:28]=1>>[CH2:20]([N:19]([CH2:22][CH3:23])[C:17](=[O:18])[C:16]1[CH:24]=[CH:25][C:13]([CH2:12][CH2:11][CH2:10][CH2:9][O:8][CH2:7][CH2:6][CH2:5][CH2:4][CH2:3][CH2:2][NH:33][CH2:26][C:27]2[CH:32]=[CH:31][CH:30]=[CH:29][CH:28]=2)=[CH:14][CH:15]=1)[CH3:21]. Reported procedure: 4-[4-[(6-Bromohexyl)oxy]butyl]-N,N-diethybenzamide (6.0 g) and benzylamine (9.36 g) were stirred under nitrogen at 120° for 30 mins. Excess benzylamine was removed by distillation under reduced pressure. The residual solid was dissolved in ethyl acetate (100 ml) and washed with 8% aqueous sodium bicarbonate (100 ml). The ethyl acetate solution was dried and evaporated to give a yellow oil which was purified by FCC eluting System B (95:5:1) to give the title compound as a yellow oil (4.88 g), t.l... Starting materials: C1(=CC=CC=C1)C=1C=NC=CC1 (3-phenyl pyridine), [NH2-].[Na+] (sodamide). Run in C1(=CC=C(C=C1)C)C (para-xylene). Yields the product NC1=NC=CC=C1C1=CC=CC=C1 (2-amino-3-phenyl pyridine), NC1=NC=C(C=C1)C1=CC=CC=C1 (2-amino-5-phenyl pyridine). The yield is 55.8%. As a reaction SMILES: [C:1]1([C:7]2[CH:8]=[N:9][CH:10]=[CH:11][CH:12]=2)[CH:6]=[CH:5][CH:4]=[CH:3][CH:2]=1.[NH2-:13].[Na+]>C1(C)C=CC(C)=CC=1>[NH2:13][C:8]1[C:7]([C:1]2[CH:2]=[CH:3][CH:4]=[CH:5][CH:6]=2)=[CH:12][CH:11]=[CH:10][N:9]=1.[NH2:13][C:10]1[CH:11]=[CH:12][C:7]([C:1]2[CH:2]=[CH:3][CH:4]=[CH:5][CH:6]=2)=[CH:8][N:9]=1 |f:1.2|. Procedure: 2-amino-3-phenyl pyridine was prepared as follows: 3-phenyl pyridine (300 mg, 2 mmol) was dissolved in para-xylene (6 ml), and sodamide (84 mg, 2.1 mmol) was then added. The reaction mixture was heated to reflux temperature for 8 hours. The reaction mixture was cooled, poured onto ice/water (25 ml), and extracted with dichloromethane. The organic extracts were washed with water and brine, and dried over anhydrous sodium sulphate. The sodium sulphate was removed by filtration, and the filtrate wa... Reactants: C(C)OC(C(CCCNC(=O)OC(C)(C)C)NC(=O)N1C(=O)NC(=O)C(C)=C1)=O (2-(Thymin-1-ylcarbonylamino)-5-(t-butyloxycarbonylamino)pentanoic acid ethyl ester), Cl (HCl). Solvent: C(C)O (ethanol), [OH-].[Na+] (sodium hydroxide). Conditions: time 12 hour. Yields the product N1(C(=O)NC(=O)C(C)=C1)C(=O)NC(C(=O)O)CCCNC(=O)OC(C)(C)C (2-(Thymin-1-ylcarbonylamino)-5-(t-butyloxycarbonyl-amino)pentanoic acid). RXN SMILES: C([O:3][C:4](=[O:29])[CH:5]([NH:17][C:18]([N:20]1[CH:28]=[C:26]([CH3:27])[C:24](=[O:25])[NH:23][C:21]1=[O:22])=[O:19])[CH2:6][CH2:7][CH2:8][NH:9][C:10]([O:12][C:13]([CH3:16])([CH3:15])[CH3:14])=[O:11])C.Cl>C(O)C.[OH-].[Na+]>[N:20]1([C:18]([NH:17][CH:5]([CH2:6][CH2:7][CH2:8][NH:9][C:10]([O:12][C:13]([CH3:16])([CH3:15])[CH3:14])=[O:11])[C:4]([OH:29])=[O:3])=[O:19])[CH:28]=[C:26]([CH3:27])[C:24](=[O:25])[NH:23][C:21]1=[O:22] |f:3.4|. Reported procedure: The product from Example 11, 15, is dissolved in ethanol (500 mL) and to this added 2M sodium hydroxide (50 mL) and the reaction stirred for 12 hours. The reaction is neutralized with 2M HCl solution (50 mL) and evaporated to a small volume. This residue is diluted with water (250 mL) and extracted with dichloromethane (4×100 mL), dried, filtered, and evaporated to give a solid. Starting materials: BrC1=C(C=C(C(=C1)OC)OC(C)C)C(C#N)CCCC1=CC=C(C=C1)OC(C)C (α-[2-Bromo-4-methoxy-5-(1-methylethoxy)phenyl]-4-(1-methylethoxy)benzene pentane nitrile), [OH-].[K+] (potassium hydroxide). Run in C(C)O (ethanol), O (water). Run at time 6 hour. Product: BrC1=C(C=C(C(=C1)OC)OC(C)C)C(C(=O)N)CCCC1=CC=C(C=C1)OC(C)C (α-[2-Bromo-4-methoxy-5-(1-methylethoxy)phenyl]-4-(1-methylethoxy)-benzene pentanoic acid amide). As a reaction SMILES: [Br:1][C:2]1[CH:7]=[C:6]([O:8][CH3:9])[C:5]([O:10][CH:11]([CH3:13])[CH3:12])=[CH:4][C:3]=1[CH:14]([CH2:17][CH2:18][CH2:19][C:20]1[CH:25]=[CH:24][C:23]([O:26][CH:27]([CH3:29])[CH3:28])=[CH:22][CH:21]=1)[C:15]#[N:16].[OH-:30].[K+]>C(O)C.O>[Br:1][C:2]1[CH:7]=[C:6]([O:8][CH3:9])[C:5]([O:10][CH:11]([CH3:12])[CH3:13])=[CH:4][C:3]=1[CH:14]([CH2:17][CH2:18][CH2:19][C:20]1[CH:21]=[CH:22][C:23]([O:26][CH:27]([CH3:29])[CH3:28])=[CH:24][CH:25]=1)[C:15]([NH2:16])=[O:30] |f:1.2|. Procedure details: α-[2-Bromo-4-methoxy-5-(1-methylethoxy)phenyl]-4-(1-methylethoxy)benzene pentane nitrile (30.0 g, 65.2 mmol) in ethanol (600 ml) is mixed with potassium hydroxide (60.0 g, 1.07 mol) in water (100 ml) and stirred for 6 hours at boiling temperature. Reactants: Cl(=O)(=O)(=O)O (Perchloric acid), C(C)OC(=O)NN=C(C(C(=O)NC1[C@@H]2N(C(=CCS2)C(=O)O)C1=O)=NOC)C (7-(3-ethoxycarbonylhydrazono-2-methoxyiminobutyramido)-3-cephem-4-carboxylic acid), [OH-].[Na+] (sodium hydroxide). Conditions: time 2 hour. Product: CON=C(C(=O)NC1[C@@H]2N(C(=CCS2)C(=O)O)C1=O)C(C)=O (7-(2-methoxyimino-3-oxobutyramido)-3-cephem-4-carboxylic acid). Reaction SMILES: Cl(O)(=O)(=O)=O.C(OC(NN=[C:13]([CH3:33])[C:14](=[N:30][O:31][CH3:32])[C:15]([NH:17][CH:18]1[C:28](=[O:29])[N:20]2[C:21]([C:25]([OH:27])=[O:26])=[CH:22][CH2:23][S:24][C@H:19]12)=[O:16])=O)C.[OH-:34].[Na+]>>[CH3:32][O:31][N:30]=[C:14]([C:13](=[O:34])[CH3:33])[C:15]([NH:17][CH:18]1[C:28](=[O:29])[N:20]2[C:21]([C:25]([OH:27])=[O:26])=[CH:22][CH2:23][S:24][C@H:19]12)=[O:16] |f:2.3|. Procedure: 70% Perchloric acid (4.1 ml.) was added to a solution of 7-(3-ethoxycarbonylhydrazono-2-methoxyiminobutyramido)-3-cephem-4-carboxylic acid (syn isomer, 4.1 g.) at room temperature and stirred at the same temperature for 2 hours. After adjusting to pH 2.0 with 1N sodium hydroxide aq. acetone was evaporated in vacuo from the resultant solution. Ethyl acetate (100 ml.) and a sodium chloride saturated aqueous solution (50 ml.) to the residue and the ethyl acetate layer was separated. The aqueous lay... The reactants are C1(CCCC1)C(C=1SC2=C(C1C)C=CC=C2)NC2=CC=C(C(=O)OC)C=C2 (methyl 4-{[cyclopentyl(3-methyl-1-benzothiophen-2-yl)methyl]amino}benzoate), O1CCCC1 (tetrahydrofuran), [OH-].[Na+] (sodium hydroxide). Run in C(C)O (ethanol). Yields the product C1(CCCC1)C(C=1SC2=C(C1C)C=CC=C2)NC2=CC=C(C(=O)O)C=C2 (4-{[cyclopentyl(3-methyl-1-benzothiophen-2-yl)methyl]amino}benzoic acid). Isolated yield 94.5%. RXN SMILES: [CH:1]1([CH:6]([NH:17][C:18]2[CH:27]=[CH:26][C:21]([C:22]([O:24]C)=[O:23])=[CH:20][CH:19]=2)[C:7]2[S:8][C:9]3[CH:16]=[CH:15][CH:14]=[CH:13][C:10]=3[C:11]=2[CH3:12])[CH2:5][CH2:4][CH2:3][CH2:2]1.O1CCCC1.[OH-].[Na+]>C(O)C>[CH:1]1([CH:6]([NH:17][C:18]2[CH:27]=[CH:26][C:21]([C:22]([OH:24])=[O:23])=[CH:20][CH:19]=2)[C:7]2[S:8][C:9]3[CH:16]=[CH:15][CH:14]=[CH:13][C:10]=3[C:11]=2[CH3:12])[CH2:5][CH2:4][CH2:3][CH2:2]1 |f:2.3|. Procedure details: To a mixture of methyl 4-{[cyclopentyl(3-methyl-1-benzothiophen-2-yl)methyl]amino}benzoate (1.56 g) synthesized above, tetrahydrofuran (20 mL) and ethanol (20 mL) was added 1N aqueous sodium hydroxide solution (20.0 mL), and the mixture was stirred with heating under reflux for 4 hr, and concentrated under reduced pressure. The residue was dissolved in water (40 mL), and 1N hydrochloric acid (20.0 mL) was added at 0° C. The resulting precipitate was collected by filtration, and the obtained pale...